From a dataset of the Open Reaction Database (ORD), a public repository of structured organic reaction records. describe an organic reaction: reactants, conditions, products, and yield The reactants are CC(=O)O, Clc1nc(-c2ccccc2)c2ccccc2n1, [H-], [K+], [Na+], O, O=C([O-])CCCCCO, O=C([O-])C1CCCS1(=O)=O. As a reaction SMILES: [CH3:40][C:41](=[O:42])[OH:43].[Cl:23][c:24]1[n:25][c:26]2[cH:27][cH:28][cH:29][cH:30][c:31]2[c:32](-[c:34]2[cH:35][cH:36][cH:37][cH:38][cH:39]2)[n:33]1.[H-:21].[K+:10].[Na+:22].[OH2:44].[OH:1][CH2:2][CH2:3][CH2:4][CH2:5][CH2:6][C:7](=[O:8])[O-:9].[S:11]1(=[O:19])(=[O:20])[CH2:12][CH2:13][CH2:14][CH:15]1[C:16]([O-:17])=[O:18]>>[O:1]([CH2:2][CH2:3][CH2:4][CH2:5][CH2:6][C:7](=[O:8])[OH:9])[c:24]1[n:25][c:26]2[cH:27][cH:28][cH:29][cH:30][c:31]2[c:32](-[c:34]2[cH:35][cH:36][cH:37][cH:38][cH:39]2)[n:33]1. Yields the product O=C(O)CCCCCOc1nc(-c2ccccc2)c2ccccc2n1. Starting materials: 13.5, CC1(N=C(OC1)C1=CC=C(OCCCC2CCN(CC2)CC2=CC=CC=C2)C=C1)C (4-[3-[4-(4,5-dihydro-4,4-dimethyl-2-oxazolyl)phenoxy]propyl]-1-(phenylmethyl)piperidine), [H][H] (hydrogen). Reagents/catalysts: [Pd] (palladium-on-charcoal). The solvent is CO (methanol). Product: CC1(N=C(OC1)C1=CC=C(OCCCC2CCNCC2)C=C1)C (4-[3-[4-(4,5-dihydro -4,4-dimethyl-2-oxazolyl)phenoxy]propyl]piperidine). The yield is 90.9%. RXN SMILES: [CH3:1][C:2]1([CH3:30])[CH2:6][O:5][C:4]([C:7]2[CH:29]=[CH:28][C:10]([O:11][CH2:12][CH2:13][CH2:14][CH:15]3[CH2:20][CH2:19][N:18](CC4C=CC=CC=4)[CH2:17][CH2:16]3)=[CH:9][CH:8]=2)=[N:3]1.[H][H]>[Pd].CO>[CH3:1][C:2]1([CH3:30])[CH2:6][O:5][C:4]([C:7]2[CH:29]=[CH:28][C:10]([O:11][CH2:12][CH2:13][CH2:14][CH:15]3[CH2:20][CH2:19][NH:18][CH2:17][CH2:16]3)=[CH:9][CH:8]=2)=[N:3]1. Procedure: A mixture of 13.5 parts of 4-[3-[4-(4,5-dihydro-4,4-dimethyl-2-oxazolyl)phenoxy]propyl]-1-(phenylmethyl)piperidine and 200 parts of methanol was hydrogenated at normal pressure and at 50° C. with 2 parts of palladium-on-charcoal catalyst 10%. After the calculated amount of hydrogen was taken up, the catalyst was filtered off and the filtrate was evaporated, yielding 9.5 parts (90.9%) of 4-[3-[4-(4,5-dihydro -4,4-dimethyl-2-oxazolyl)phenoxy]propyl]piperidine as a residue (int. 74). Reactants: C(#N)C1=CC=C(S1)C1=CC=C(C(=O)O)C=C1 (4-(5-cyano-thiophen-2-yl)-benzoic acid), CCN(C(C)C)C(C)C (DIEA), N1[C@@H](CCC1)CN1CCCC1 ((S)(+)-1-(2-pyrrolidinylmethyl)pyrrolidine), CCN=C=NCCCN(C)C.Cl (EDC-HCl), C=1C=CC2=C(C1)N=NN2O (HOBt). Solvent: CN(C)C=O.ClCCl (DMF dichloromethane). The product is N1(CCCC1)C[C@H]1N(CCC1)C(=O)C1=CC=C(C=C1)C1=CC=C(S1)C#N (5-[4-(2(S)-Pyrrolidin-1-ylmethyl-pyrrolidine-1-carbonyl)-phenyl]-thiophene-2-carbonitrile). Isolated yield 63.7%. As a reaction SMILES: [C:1]([C:3]1[S:7][C:6]([C:8]2[CH:16]=[CH:15][C:11]([C:12]([OH:14])=O)=[CH:10][CH:9]=2)=[CH:5][CH:4]=1)#[N:2].CCN=C=NCCCN(C)C.Cl.C1C=CC2N(O)N=NC=2C=1.CCN(C(C)C)C(C)C.[NH:48]1[CH2:52][CH2:51][CH2:50][C@H:49]1[CH2:53][N:54]1[CH2:58][CH2:57][CH2:56][CH2:55]1>CN(C=O)C.ClCCl>[N:54]1([CH2:53][C@@H:49]2[CH2:50][CH2:51][CH2:52][N:48]2[C:12]([C:11]2[CH:10]=[CH:9][C:8]([C:6]3[S:7][C:3]([C:1]#[N:2])=[CH:4][CH:5]=3)=[CH:16][CH:15]=2)=[O:14])[CH2:58][CH2:57][CH2:56][CH2:55]1 |f:1.2,6.7|. Reported procedure: The title compound is prepared in a manner substantially analogous to General Procedure D in 100 mL 10% DMF/dichloromethane using 4-(5-cyano-thiophen-2-yl)-benzoic acid (CAS 402765-55-9) (2.75 g, 12.0 mmol), EDC-HCl (3.44 g, 18.0 mmol), HOBt (2.43 g, 18.0 mmol), DIEA (5.22 mL, 30 mmol) and (S)(+)-1-(2-pyrrolidinylmethyl)pyrrolidine (1.54 g, 10.0 mmol) to give the title compound (2.33 g, 64% yield). MS (ES+) 366.2 (M+H)+